Dataset: the Open Reaction Database (ORD), a public repository of structured organic reaction records. Task: describe an organic reaction: reactants, conditions, products, and yield Reactants: ClC1=C(C(=C(C=C1OC)OC)Cl)C1=CC2=C(C=N1)C(=NN2)I (6-(2,6-dichloro-3,5-dimethoxyphenyl)-3-iodo-1H-pyrazolo[4,3-c]pyridine), C1(CC1)N1C(C2=CC=C(C=C2C1)B1OC(C(O1)(C)C)(C)C)=O (2-cyclopropyl-5-(4,4,5,5-tetramethyl-1,3,2-dioxaborolan-2-yl)isoindolin-1-one). The product is C1(CC1)N1C(C2=CC=C(C=C2C1)C1=NNC2=C1C=NC(=C2)C2=C(C(=CC(=C2Cl)OC)OC)Cl)=O (2-Cyclopropyl-5-[6-(2,6-dichloro-3,5-dimethoxyphenyl)-1H-pyrazolo[4,3-c]pyridin-3-yl]isoindolin-1-one). As a reaction SMILES: [Cl:1][C:2]1[C:7]([O:8][CH3:9])=[CH:6][C:5]([O:10][CH3:11])=[C:4]([Cl:12])[C:3]=1[C:13]1[N:18]=[CH:17][C:16]2[C:19](I)=[N:20][NH:21][C:15]=2[CH:14]=1.[CH:23]1([N:26]2[CH2:34][C:33]3[C:28](=[CH:29][CH:30]=[C:31](B4OC(C)(C)C(C)(C)O4)[CH:32]=3)[C:27]2=[O:44])[CH2:25][CH2:24]1>>[CH:23]1([N:26]2[CH2:34][C:33]3[C:28](=[CH:29][CH:30]=[C:31]([C:19]4[C:16]5[CH:17]=[N:18][C:13]([C:3]6[C:2]([Cl:1])=[C:7]([O:8][CH3:9])[CH:6]=[C:5]([O:10][CH3:11])[C:4]=6[Cl:12])=[CH:14][C:15]=5[NH:21][N:20]=4)[CH:32]=3)[C:27]2=[O:44])[CH2:25][CH2:24]1. Reported procedure: This compound was prepared by using procedures analogous to those described for the synthesis of Example 4, Step 2 starting from 6-(2,6-dichloro-3,5-dimethoxyphenyl)-3-iodo-1H-pyrazolo[4,3-c]pyridine and 2-cyclopropyl-5-(4,4,5,5-tetramethyl-1,3,2-dioxaborolan-2-yl)isoindolin-1-one (Example 21, Step 2). LCMS (M+H)+=495.1/497.1. Starting materials: Cc1ccc(S(=O)(=O)OCC2CCC(O[Si](C)(C)C(C)(C)C)CC2)cc1, CC#N, ClCCl, NCCO. Product: CC(C)(C)[Si](C)(C)OC1CCC(CNCCO)CC1. Reaction SMILES: [C:1]([CH3:2])([CH3:3])([CH3:4])[Si:5]([O:6][CH:7]1[CH2:8][CH2:9][CH:10]([CH2:13][O:14][S:15]([c:16]2[cH:17][cH:18][c:19]([CH3:20])[cH:21][cH:22]2)(=[O:23])=[O:24])[CH2:11][CH2:12]1)([CH3:25])[CH3:26].[CH3:31][C:32]#[N:33].[Cl:34][CH2:35][Cl:36].[NH2:27][CH2:28][CH2:29][OH:30]>>[C:1]([CH3:2])([CH3:3])([CH3:4])[Si:5]([O:6][CH:7]1[CH2:8][CH2:9][CH:10]([CH2:13][NH:27][CH2:28][CH2:29][OH:30])[CH2:11][CH2:12]1)([CH3:25])[CH3:26]. The reactants are C1(CC1)N1CC(CC1)NC(=O)C=1SC(=C(C1)[N+](=O)[O-])SC1=C(C=NC=C1Cl)Cl (N-(1-cyclopropylpyrrolidin-3-yl)-5-((3,5-dichloropyridin-4-yl)thio)-4-nitrothiophene-2-carboxamide), Cl.N1(N=NC2=C1C=CC=C2)C(N)=N (1H-benzo[d][1,2,3]triazole-1-carboximidamide HCl salt). Product: C(N)(=N)N1CCC(CC1)NC(=O)C=1SC(=C(C1)[N+](=O)[O-])SC1=C(C=NC=C1Cl)Cl (N-(1-carbamimidoylpiperidin-4-yl)-5-((3,5-dichloropyridin-4-yl)thio)-4-nitrothiophene-2-carboxamide), solid. Yield: 7.0%. As a reaction SMILES: C1(N2CCC([NH:9][C:10]([C:12]3[S:13][C:14]([S:20][C:21]4[C:26]([Cl:27])=[CH:25][N:24]=[CH:23][C:22]=4[Cl:28])=[C:15]([N+:17]([O-:19])=[O:18])[CH:16]=3)=[O:11])C2)CC1.Cl.[N:30]1([C:39](=[NH:41])[NH2:40])[C:34]2[CH:35]=[CH:36][CH:37]=[CH:38]C=2N=N1>>[C:39]([N:30]1[CH2:34][CH2:35][CH:36]([NH:9][C:10]([C:12]2[S:13][C:14]([S:20][C:21]3[C:22]([Cl:28])=[CH:23][N:24]=[CH:25][C:26]=3[Cl:27])=[C:15]([N+:17]([O-:19])=[O:18])[CH:16]=2)=[O:11])[CH2:37][CH2:38]1)(=[NH:41])[NH2:40] |f:1.2|. Procedure: Prepared according to the procedure described for example 236 from 5-((3,5-dichloropyridin-4-yl)thio)-4-nitro-N-(piperidin-4-yl)thiophene-2-carboxamide (0.2 g, 0.43 mmol) from example 198 and 1H-benzo[d][1,2,3]triazole-1-carboximidamide HCl salt (0.17 g, 0.85 mmol) from example 236 step A. The titled product was afforded as a solid (15 mg, 7% yield). 1H NMR (400 MHz, d6-DMSO) δ: 8.99 (2H, m), 8.72 (1H, m), 8.47 (1H, s), 7.37 (4H, m), 3.98 (1H, m), 3.83 (2H, m), 3.17 (2H, m), 1.86 (2H, m), 1.44 (... Reactants: C1(CCCC1)C(=O)C1=C(C(=O)O)C=C(C=C1)OC (2-cyclopentanecarbonyl-5-methoxybenzoic acid), O.NN (hydrazine hydrate). The product is C1(CCCC1)C1=NNC(C2=CC(=CC=C12)OC)=O (4-Cyclopentyl-7-methoxy-2H-phthalazin-1-one). RXN SMILES: [CH:1]1([C:6]([C:8]2[CH:16]=[CH:15][C:14]([O:17][CH3:18])=[CH:13][C:9]=2[C:10](O)=[O:11])=O)[CH2:5][CH2:4][CH2:3][CH2:2]1.O.[NH2:20][NH2:21]>>[CH:1]1([C:6]2[C:8]3[C:9](=[CH:13][C:14]([O:17][CH3:18])=[CH:15][CH:16]=3)[C:10](=[O:11])[NH:21][N:20]=2)[CH2:5][CH2:4][CH2:3][CH2:2]1 |f:1.2|. Procedure: This compound is obtained according to the procedure described in 1.2. by reacting unpurified 2-cyclopentanecarbonyl-5-methoxybenzoic acid with hydrazine hydrate. Reactants: ClC(=O)OC (methyl chloroformate), ClC1=CC=C2C(=NNC2=C1)C1CCNCC1 (6-chloro-3-(4-piperidinyl)-1H-indazole), C([O-])(O)=O.[Na+] (sodium bicarbonate), ClC(Cl)Cl (trichloromethane). The solvent is O1CCCC1 (tetrahydrofuran), O (water). Run at time 16 hour. The product is COC(=O)N1CCC(CC1)C1=NN(C2=CC(=CC=C12)Cl)C(=O)OC (4-(6-chloro-1-methoxycarbonyl-1H-indazol-3-yl)piperidine-1-carboxylic acid methyl ester). Reaction SMILES: [Cl:1][C:2]1[CH:10]=[C:9]2[C:5]([C:6]([CH:11]3[CH2:16][CH2:15][NH:14][CH2:13][CH2:12]3)=[N:7][NH:8]2)=[CH:4][CH:3]=1.[C:17](=[O:20])([OH:19])[O-].[Na+].Cl[CH:23](Cl)Cl.Cl[C:27]([O:29][CH3:30])=[O:28]>O.O1CCCC1>[CH3:23][O:19][C:17]([N:14]1[CH2:15][CH2:16][CH:11]([C:6]2[C:5]3[C:9](=[CH:10][C:2]([Cl:1])=[CH:3][CH:4]=3)[N:8]([C:27]([O:29][CH3:30])=[O:28])[N:7]=2)[CH2:12][CH2:13]1)=[O:20] |f:1.2|. Procedure details: To a stirred suspension of 5.8 g of 6-chloro-3-(4-piperidinyl)-1H-indazole, 4.6 g of sodium bicarbonate and trichloromethane (25 ml)-tetrahydrofuran (25 ml) was added, dropwise, 5.2 g of methyl chloroformate. The reaction mixture was stirred at ambient temperature for 16 hrs and then poured into water. The organic layer was collected, washed with water, dried over anhydrous potassium carbonate and the solvent concentrated to give 4-(6-chloro-1-methoxycarbonyl-1H-indazol-3-yl)piperidine-1-carboxy... Starting materials: C(#N)C1CN(C1)C([C@@H](C)NC(=O)C1=CN(C2=NC=C(N=C21)Br)COCC[Si](C)(C)C)=O (2-bromo-5-(2-trimethylsilanyl-ethoxymethyl)-5H-pyrrolo[2,3-b]pyrazine-7-carboxylic acid [(R)-2-(3-cyano-azetidin-1-yl)-1-methyl-2-oxo-ethyl]-amide), C(C)(C)(C)C1=CC(=NC=C1)[Sn](CCCC)(CCCC)CCCC (4-tert-butyl-2-(tributylstannyl)pyridine), C(#N)C1CCN(CC1)C([C@@H](C1CC1)NC(=O)C1=CN(C2=NC=C(N=C21)Br)COCC[Si](C)(C)C)=O (2-bromo-5-(2-trimethylsilanyl-ethoxymethyl)-5H-pyrrolo[2,3-b]pyrazine-7-carboxylic acid [(R)-2-(4-cyano-piperidin-1-yl)-1-cyclopropyl-2-oxo-ethyl]-amide), CNC(C1=CC(=NC=C1)[Sn](CCCC)(CCCC)CCCC)=O (N-methyl-2-tributylstannanyl-isonicotinamide). The product is C(#N)C1CN(C1)C([C@@H](C)NC(=O)C1=CNC2=NC=C(N=C21)C2=NC=CC(=C2)C(NC)=O)=O (2-(4-Methylcarbamoyl-pyridin-2-yl)-5H-pyrrolo[2,3-b]pyrazine-7-carboxylic acid [(R)-2-(3-cyano-azetidin-1-yl)-1-methyl-2-oxo-ethyl]-amide). Reaction SMILES: [C:1]([CH:3]1[CH2:6][N:5]([C:7](=[O:31])[C@H:8]([NH:10][C:11]([C:13]2[C:21]3[C:16](=[N:17][CH:18]=[C:19](Br)[N:20]=3)[N:15](COCC[Si](C)(C)C)[CH:14]=2)=[O:12])[CH3:9])[CH2:4]1)#[N:2].C(C1CCN(C(=O)[C@H](NC(C2C3C(=NC=C(Br)N=3)N(COCC[Si](C)(C)C)C=2)=O)C2CC2)CC1)#N.[CH3:67][NH:68][C:69](=[O:89])[C:70]1[CH:75]=[CH:74][N:73]=[C:72]([Sn](CCCC)(CCCC)CCCC)[CH:71]=1.C(C1C=CN=C([Sn](CCCC)(CCCC)CCCC)C=1)(C)(C)C>>[C:1]([CH:3]1[CH2:6][N:5]([C:7](=[O:31])[C@H:8]([NH:10][C:11]([C:13]2[C:21]3[C:16](=[N:17][CH:18]=[C:19]([C:72]4[CH:71]=[C:70]([C:69](=[O:89])[NH:68][CH3:67])[CH:75]=[CH:74][N:73]=4)[N:20]=3)[NH:15][CH:14]=2)=[O:12])[CH3:9])[CH2:4]1)#[N:2]. Procedure details: Prepared according to the procedure outlined in Example 111, steps 4-5 substituting 2-bromo-5-(2-trimethylsilanyl-ethoxymethyl)-5H-pyrrolo[2,3-b]pyrazine-7-carboxylic acid [(R)-2-(3-cyano-azetidin-1-yl)-1-methyl-2-oxo-ethyl]-amide for 2-bromo-5-(2-trimethylsilanyl-ethoxymethyl)-5H-pyrrolo[2,3-b]pyrazine-7-carboxylic acid [(R)-2-(4-cyano-piperidin-1-yl)-1-cyclopropyl-2-oxo-ethyl]-amide and N-methyl-2-tributylstannanyl-isonicotinamide for 4-tert-butyl-2-(tributylstannyl)pyridine. MS: (M+H)+=433.